The task is: describe an organic reaction: reactants, conditions, products, and yield. This data is from the Open Reaction Database (ORD), a public repository of structured organic reaction records. Starting materials: COC(C1=CC(=CC=C1)C1=NC(=NC(=C1)C)NCCOC)=O (3-[2-(2-methoxy-ethylamino)-6-methyl-pyrimidin-4-yl]-benzoic acid methyl ester), ClC1=NC(=CC(=N1)C=1C=C(C(=O)O)C=CC1)C (3-(2-Chloro-6-methyl-pyrimidin-4-yl)-benzoic acid). Solvent: COCCN (2-methoxy-ethylamine). Reaction conditions: temperature 40 celsius, time 18 hour. Yields the product C(C)(C)(C)OC(CC(=O)C1=CC(=CC=C1)C1=NC(=NC(=C1)C)NCCOC)=O (3-{3-[2-(2-Methoxy-ethylamino)-6-methyl-pyrimidin-4-yl]-phenyl}-3-oxo-propionic acid tert-butyl ester), methyl ester. RXN SMILES: CO[C:3](=[O:22])[C:4]1[CH:9]=[CH:8][CH:7]=[C:6]([C:10]2[CH:15]=[C:14]([CH3:16])[N:13]=[C:12]([NH:17][CH2:18][CH2:19][O:20][CH3:21])[N:11]=2)[CH:5]=1.ClC1N=C(C2C=[C:32](C=CC=2)[C:33]([OH:35])=[O:34])C=C(C)N=1>COCCN>[C:4]([O:35][C:33](=[O:34])[CH2:32][C:3]([C:4]1[CH:9]=[CH:8][CH:7]=[C:6]([C:10]2[CH:15]=[C:14]([CH3:16])[N:13]=[C:12]([NH:17][CH2:18][CH2:19][O:20][CH3:21])[N:11]=2)[CH:5]=1)=[O:22])([CH3:9])([CH3:5])[CH3:3]. Reported procedure: The title compound was prepared from 3-[2-(2-methoxy-ethylamino)-6-methyl-pyrimidin-4-yl]-benzoic acid methyl ester [prepared by the following procedure: 3-(2-Chloro-6-methyl-pyrimidin-4-yl)-benzoic acid (1.49 g, 6 mmol) was heated in 2-methoxy-ethylamine (5.2 ml) to 80° C. for 2.5 h. The mixture was evaporated in vacuum and the residual oil was stirred in 1N HCl-MeOH (20 ml) for 18 h at 40° C. to give the methyl ester as light yellow solid (1.29 g).] (1.29 g, 4.3 mmol) by treatment with lithium...